The task is: describe an organic reaction: reactants, conditions, products, and yield. This data is from the Open Reaction Database (ORD), a public repository of structured organic reaction records. Starting materials: FC1=CC=C(C=C1)OC(N(C)[C@H]1CNC[C@@H]1C1=CC=C(C=C1)F)=O (rac-[(3R,4S)-4-(4-fluoro-phenyl)-pyrrolidin-3-yl]-methyl-carbamic acid 4-fluoro-phenyl ester), C(#N)C=1C=CC(=NC1)N1CCC(CC1)C(=O)O (5′-cyano-3,4,5,6-tetrahydro-2H-[1,2′]bipyridinyl-4-carboxylic acid). Yields the product FC1=CC=C(C=C1)OC(N(C)[C@H]1CN(C[C@@H]1C1=CC=C(C=C1)F)C(=O)C1CCN(CC1)C1=NC=C(C=C1)C#N)=O (rac-[(3R,4S)-1-(5′-cyano-3,4,5,6-tetrahydro-2H-[1,2′]bipyridinyl-4-carbonyl)-4-(4-fluoro-phenyl)-pyrrolidin-3-yl]-methyl-carbamic acid 4-fluoro-phenyl ester), FC1=CC=C(C=C1)OC(N(C)[C@@H]1CN(C[C@H]1C1=CC=C(C=C1)F)C(=O)C1CCN(CC1)C1=NC=C(C=C1)C#N)=O ([(3S,4R)-1-(5′-cyano-3,4,5,6-tetrahydro-2H-[1,2′]bipyridinyl-4-carbonyl)-4-(4-fluoro-phenyl)-pyrrolidin-3-yl]-methyl-carbamic acid 4-fluoro-phenyl ester). RXN SMILES: [F:1][C:2]1[CH:7]=[CH:6][C:5]([O:8][C:9](=[O:24])[N:10]([C@@H:12]2[C@@H:16]([C:17]3[CH:22]=[CH:21][C:20]([F:23])=[CH:19][CH:18]=3)[CH2:15][NH:14][CH2:13]2)[CH3:11])=[CH:4][CH:3]=1.[C:25]([C:27]1[CH:28]=[CH:29][C:30]([N:33]2[CH2:38][CH2:37][CH:36]([C:39]([OH:41])=[O:40])[CH2:35][CH2:34]2)=[N:31][CH:32]=1)#[N:26]>>[F:1][C:2]1[CH:7]=[CH:6][C:5]([O:8][C:9](=[O:24])[N:10]([C@@H:12]2[C@@H:16]([C:17]3[CH:22]=[CH:21][C:20]([F:23])=[CH:19][CH:18]=3)[CH2:15][N:14]([C:39]([CH:36]3[CH2:35][CH2:34][N:33]([C:30]4[CH:29]=[CH:28][C:27]([C:25]#[N:26])=[CH:32][N:31]=4)[CH2:38][CH2:37]3)=[O:40])[CH2:13]2)[CH3:11])=[CH:4][CH:3]=1.[F:1][C:2]1[CH:7]=[CH:6][C:5]([O:8][C:9](=[O:24])[N:10]([C@H:12]2[C@H:16]([C:17]3[CH:22]=[CH:21][C:20]([F:23])=[CH:19][CH:18]=3)[CH2:15][N:14]([C:39]([CH:36]3[CH2:35][CH2:34][N:33]([C:30]4[CH:29]=[CH:28][C:27]([C:25]#[N:26])=[CH:32][N:31]=4)[CH2:38][CH2:37]3)=[O:41])[CH2:13]2)[CH3:11])=[CH:4][CH:3]=1. Procedure: In analogy to the procedure described for the synthesis of example 44 (step c), the title compound rac-[(3R,4S)-1-(5′-cyano-3,4,5,6-tetrahydro-2H-[1,2′]bipyridinyl-4-carbonyl)-4-(4-fluoro-phenyl)-pyrrolidin-3-yl]-methyl-carbamic acid 4-fluoro-phenyl ester was prepared from rac-[(3R,4S)-4-(4-fluoro-phenyl)-pyrrolidin-3-yl]-methyl-carbamic acid 4-fluoro-phenyl ester using 5′-cyano-3,4,5,6-tetrahydro-2H-[1,2′]bipyridinyl-4-carboxylic acid instead of 1-methylcyclopropane-1-carboxylic acid and was ob...